From a dataset of the Open Reaction Database (ORD), a public repository of structured organic reaction records. describe an organic reaction: reactants, conditions, products, and yield The reactants are C(C1=CC=CC=C1)SC[C@H](NC(C(CSCC1=CC=CC=C1)(C)C)=O)C(=O)O (S-benzyl-N-(3-benzylthio-2,2-dimethylpropionyl)-L-cysteine), COC([C@@H](N)CCCCNC(=O)OC(C)(C)C)=O (Nε -t-butoxycarbonyl-L-lysine methyl ester), CN1CCOCC1 (NMM), C=1C=CC2=C(C1)N=NN2O (HOBt), C1CCC(CC1)N=C=NC2CCCCC2 (DCC). The solvent is CN(C)C=O (DMF), CN(C)C=O (DMF), C1=CC=CC=C1 (benzene), C(C)(=O)OCC (ethyl acetate). Conditions: time 1 hour. Product: COC([C@@H](NC([C@@H](NC(C(CSCC1=CC=CC=C1)(C)C)=O)CSCC1=CC=CC=C1)=O)CCCCNC(=O)OC(C)(C)C)=O (Nα [S-benzyl-N-(3-benzylthio-2,2-dimethylpropionyl)-L-cysteinyl]-Nε -t-butoxycarbonyl-L-lysine methyl ester). The yield is 61.1%. As a reaction SMILES: [CH2:1]([S:8][CH2:9][C@@H:10]([C:26](O)=[O:27])[NH:11][C:12](=[O:25])[C:13]([CH3:24])([CH3:23])[CH2:14][S:15][CH2:16][C:17]1[CH:22]=[CH:21][CH:20]=[CH:19][CH:18]=1)[C:2]1[CH:7]=[CH:6][CH:5]=[CH:4][CH:3]=1.[CH3:29][O:30][C:31](=[O:46])[C@H:32]([CH2:34][CH2:35][CH2:36][CH2:37][NH:38][C:39]([O:41][C:42]([CH3:45])([CH3:44])[CH3:43])=[O:40])[NH2:33].CN1CCOCC1.C1C=CC2N(O)N=NC=2C=1.C1CCC(N=C=NC2CCCCC2)CC1>CN(C=O)C.C1C=CC=CC=1.C(OCC)(=O)C>[CH3:29][O:30][C:31](=[O:46])[C@H:32]([CH2:34][CH2:35][CH2:36][CH2:37][NH:38][C:39]([O:41][C:42]([CH3:44])([CH3:43])[CH3:45])=[O:40])[NH:33][C:26](=[O:27])[C@H:10]([CH2:9][S:8][CH2:1][C:2]1[CH:7]=[CH:6][CH:5]=[CH:4][CH:3]=1)[NH:11][C:12](=[O:25])[C:13]([CH3:24])([CH3:23])[CH2:14][S:15][CH2:16][C:17]1[CH:18]=[CH:19][CH:20]=[CH:21][CH:22]=1. Reported procedure: To a stirred solution of S-benzyl-N-(3-benzylthio-2,2-dimethylpropionyl)-L-cysteine (4.01 g), Nε -t-butoxycarbonyl-L-lysine methyl ester (2.08 g) and NMM (1.1 ml) in DMF (20 ml), HOBt (2.16 g) and then a solution of DCC (1.82 g) in DMF (10 ml) were added slowly under ice cooling. The mixture was stirred for 1 hr. under ice cooling and for 18 hr. at room temperature. After an addition of a mixture of ethyl acetate and benzene (2:1, 500 ml), the mixture was washed with 10% citric acid solution, wa... Reactants: N(C)C.Cl ((CH3)2NH.HCl), C(=O)([O-])[O-].[K+].[K+] (K2CO3), C(C)(=O)N1CCC2=C(C(=C(C(=C12)NC(C(C)(C)C)=O)C)CCl)C (N-(1-Acetyl-5-chloromethyl-4,6-dimethylindolin-7-yl)-2,2-dimethylpropanamide). Solvent: C(Cl)(Cl)Cl (CHCl3), C(Cl)(Cl)Cl (CHCl3). Reaction conditions: time 4 hour. The product is C(C)(=O)N1CCC2=C(C(=C(C(=C12)NC(C(C)(C)C)=O)C)CN(C)C)C (N-(1-acetyl-5-dimethylaminomethyl-4,6-dimethylindolin-7-yl)-2,2-dimethylpropanamide). Isolated yield 34.1%. RXN SMILES: [C:1]([N:4]1[C:12]2[C:7](=[C:8]([CH3:23])[C:9]([CH2:21]Cl)=[C:10]([CH3:20])[C:11]=2[NH:13][C:14](=[O:19])[C:15]([CH3:18])([CH3:17])[CH3:16])[CH2:6][CH2:5]1)(=[O:3])[CH3:2].[NH:24]([CH3:26])[CH3:25].Cl.C([O-])([O-])=O.[K+].[K+]>C(Cl)(Cl)Cl>[C:1]([N:4]1[C:12]2[C:7](=[C:8]([CH3:23])[C:9]([CH2:21][N:24]([CH3:26])[CH3:25])=[C:10]([CH3:20])[C:11]=2[NH:13][C:14](=[O:19])[C:15]([CH3:18])([CH3:17])[CH3:16])[CH2:6][CH2:5]1)(=[O:3])[CH3:2] |f:1.2,3.4.5|. Procedure details: N-(1-Acetyl-5-chloromethyl-4,6-dimethylindolin-7-yl)-2,2-dimethylpropanamide (2.0 g) was dissolved in CHCl3 (40 ml) and (CH3)2NH.HCl (3.5 g) and K2CO3 (11.8 g) were added, which was followed by stirring at room temperature for 4 hr. CHCl3 (300 ml) was added, and the mixture was washed successively with 2N-hydrochloric acid, 2N aqueous NaOH and saturated brine, and dried over anhydrous sodium sulfate. CHCl3 was evaporated under reduced pressure. The residue was purified by silica gel column chrom... Starting materials: BrC(C)=CC (2-Bromo-but-2-ene), [N+](=O)([O-])C1=C(C=CC=C1)O (o-nitrophenol). The product is C(=CCC)OC1=C(C=CC=C1)[N+](=O)[O-] (2-but-1-en-oxynitrobenzene). As a reaction SMILES: Br[C:2](=[CH:4][CH3:5])[CH3:3].[N+:6]([C:9]1[CH:14]=[CH:13][CH:12]=[CH:11][C:10]=1[OH:15])([O-:8])=[O:7]>>[CH:3]([O:15][C:10]1[CH:11]=[CH:12][CH:13]=[CH:14][C:9]=1[N+:6]([O-:8])=[O:7])=[CH:2][CH2:4][CH3:5]. Procedure details: 2-Bromo-but-2-ene was reacted with o-nitrophenol to yield 2-but-1-en-oxynitrobenzene; which was reduced to the corresponding aniline; then reacted with N-chloromethyl-2-pyrrolidone to form the corresponding N-methylene-2-pyrrolidonyl derivative.